This data is from the Open Reaction Database (ORD), a public repository of structured organic reaction records. The task is: describe an organic reaction: reactants, conditions, products, and yield Reactants: C(C)OC(=O)[C@@H]1[C@H](C1)C1=CC=C(C=C1)O[C@@H]1CCC2=C(C(=CC=C12)C#N)Br ((1S,2S)-2-[4-((R)-4-Bromo-5-cyano-indan-1-yloxy)-phenyl]-cyclopropanecarboxylic acid ethyl ester), C([O-])([O-])=O.[Na+].[Na+] (sodium carbonate), C1(CCCCC1)P(C1=C(C=CC=C1)C1=C(C=CC=C1)N(C)C)C1CCCCC1 (2-dicyclohexylphosphino-2′-(N,N-dimethylamino)biphenyl), C(C)OC(=O)[C@@H]1[C@H](C1)C1=CC=C(C=C1)O[C@@H]1CCC2=C(C(=CC=C12)C#N)Br ((1S,2S)-2-[4-((R)-4-Bromo-5-cyano-indan-1-yloxy)-phenyl]-cyclopropanecarboxylic acid ethyl ester), [Si](C)(C)(C(C)(C)C)OC1=CC(=C(C(=C1)C)B(O)O)C ((4-{[tert-butyl(dimethyl)silyl]oxy}-2,6-dimethylphenyl)boronic acid). The reagents and catalysts are C=1C=CC(=CC1)/C=C/C(=O)/C=C/C2=CC=CC=C2.C=1C=CC(=CC1)/C=C/C(=O)/C=C/C2=CC=CC=C2.C=1C=CC(=CC1)/C=C/C(=O)/C=C/C2=CC=CC=C2.[Pd].[Pd] (tris(dibenzylideneacetone)dipalladium(0)). The solvent is O (water), C1(=CC=CC=C1)C (toluene). Conditions: temperature 110 celsius, time 12 hour. Product: C(C)OC(=O)[C@@H]1[C@H](C1)C1=CC=C(C=C1)O[C@@H]1CCC2=C(C(=CC=C12)C#N)C1=C(C=C(C=C1C)O[Si](C)(C)C(C)(C)C)C ((1S,2S)-2-(4-{(R)-4-[4-(tert-Butyl-dimethyl-silanyloxy)-2,6-dimethyl-phenyl]-5-cyano-indan-1-yloxy}-phenyl)-cyclopropanecarboxylic acid ethyl ester). Isolated yield 62.3%. Reaction SMILES: [CH2:1]([O:3][C:4]([C@H:6]1[CH2:8][C@@H:7]1[C:9]1[CH:14]=[CH:13][C:12]([O:15][C@H:16]2[C:24]3[C:19](=[C:20](Br)[C:21]([C:25]#[N:26])=[CH:22][CH:23]=3)[CH2:18][CH2:17]2)=[CH:11][CH:10]=1)=[O:5])[CH3:2].[Si:28]([O:35][C:36]1[CH:41]=[C:40]([CH3:42])[C:39](B(O)O)=[C:38]([CH3:46])[CH:37]=1)([C:31]([CH3:34])([CH3:33])[CH3:32])([CH3:30])[CH3:29].C1(P(C2CCCCC2)C2C=CC=CC=2C2C=CC=CC=2N(C)C)CCCCC1.C(=O)([O-])[O-].[Na+].[Na+]>C1(C)C=CC=CC=1.O.C1C=CC(/C=C/C(/C=C/C2C=CC=CC=2)=O)=CC=1.C1C=CC(/C=C/C(/C=C/C2C=CC=CC=2)=O)=CC=1.C1C=CC(/C=C/C(/C=C/C2C=CC=CC=2)=O)=CC=1.[Pd].[Pd]>[CH2:1]([O:3][C:4]([C@H:6]1[CH2:8][C@@H:7]1[C:9]1[CH:14]=[CH:13][C:12]([O:15][C@H:16]2[C:24]3[C:19](=[C:20]([C:39]4[C:40]([CH3:42])=[CH:41][C:36]([O:35][Si:28]([C:31]([CH3:33])([CH3:32])[CH3:34])([CH3:30])[CH3:29])=[CH:37][C:38]=4[CH3:46])[C:21]([C:25]#[N:26])=[CH:22][CH:23]=3)[CH2:18][CH2:17]2)=[CH:11][CH:10]=1)=[O:5])[CH3:2] |f:3.4.5,8.9.10.11.12|. Procedure details: Under nitrogen atmosphere, (1S,2S)-2-[4-((R)-4-Bromo-5-cyano-indan-1-yloxy)-phenyl]-cyclopropanecarboxylic acid ethyl ester (Intermediate 13, 590 mg, 1.38 mmol), (4-{[tert-butyl(dimethyl)silyl]oxy}-2,6-dimethylphenyl)boronic acid (0.78 g, 2.77 mmol, WO2005/63729A1), 2-dicyclohexylphosphino-2′-(N,N-dimethylamino)biphenyl (54 mg, 0.138 mmol), tris(dibenzylideneacetone)dipalladium(0) (63.37 mg, 0.07 mmol) and sodium carbonate (500 mg, 4.71 mmol) are suspended in 10 mL of toluene and 5 mL of water. ...